This data is from the Open Reaction Database (ORD), a public repository of structured organic reaction records. The task is: describe an organic reaction: reactants, conditions, products, and yield The product is C(C=C)C=1C(CC(C1C)OC1=CC=CC=C1)=O (2-allyl-3-methyl-4-phenoxy-2-cyclopentenone). Procedure: Into the same flask as used in Example 1, 2-allyl-3-hydroxy-3-methyl-4-cyclopentenone (0.1 mol; 1 part), phenol (6 parts) and triethylamine (1/5 part) were charged and stirred at a temperature of 50° to 80° C. for 4 hours. The reaction mixture was treated in the same manner as in Example 25 to obtain 2-allyl-3-methyl-4-phenoxy-2-cyclopentenone. Yield, 95%. nD20 1.5539. Run at time 4 hour. As a reaction SMILES: [CH2:1]([CH:4]1[C:8](O)([CH3:9])[CH:7]=[CH:6][C:5]1=[O:11])[CH:2]=[CH2:3].[C:12]1([OH:18])[CH:17]=[CH:16][CH:15]=[CH:14][CH:13]=1>C(N(CC)CC)C>[CH2:1]([C:4]1[C:5](=[O:11])[CH2:6][CH:7]([O:18][C:12]2[CH:17]=[CH:16][CH:15]=[CH:14][CH:13]=2)[C:8]=1[CH3:9])[CH:2]=[CH2:3]. The reactants are C(C=C)C1C(C=CC1(C)O)=O (2-allyl-3-hydroxy-3-methyl-4-cyclopentenone), C1(=CC=CC=C1)O (phenol). Solvent: C(C)N(CC)CC (triethylamine). Reactants: CN1CC(=O)Nc2ncc(C=CC(=O)O)cc2C1, Cl, Cl, O=C(O)C=Cc1cnc2c(c1)CCC(=O)N2, CNCc1ccc2[nH]cnc2c1. The product is CN(Cc1ccc2[nH]cnc2c1)C(=O)C=Cc1cnc2c(c1)CCC(=O)N2. As a reaction SMILES: [CH3:31][N:32]1[CH2:33][c:34]2[cH:35][c:36]([CH:37]=[CH:38][C:39]([OH:40])=[O:41])[cH:42][n:43][c:44]2[NH:45][C:46](=[O:47])[CH2:48]1.[ClH:13].[ClH:30].[O:14]=[C:15]1[CH2:16][CH2:17][c:18]2[cH:19][c:20]([CH:25]=[CH:26][C:27](=[O:28])[OH:29])[cH:21][n:22][c:23]2[NH:24]1.[nH:1]1[cH:2][n:3][c:4]2[c:5]1[cH:6][cH:7][c:8]([CH2:10][NH:11][CH3:12])[cH:9]2>>[nH:1]1[cH:2][n:3][c:4]2[c:5]1[cH:6][cH:7][c:8]([CH2:10][N:11]([CH3:12])[C:27]([CH:26]=[CH:25][c:20]1[cH:19][c:18]3[c:23]([n:22][cH:21]1)[NH:24][C:15](=[O:14])[CH2:16][CH2:17]3)=[O:29])[cH:9]2. Starting materials: ClC=1C(OC(CC1O)(C1CCCC1)CCCCC1CCCCC1)=O (3-Chloro-6-(4-cyclohexyl-butyl)-6-cyclopentyl-4-hydroxy-5,6-dihydro-pyran-2-one), N1=CC=C(C=C1)C=1NC(=NN1)S (5-Pyridin-4-yl-4H-[1,2,4]triazole-3-thiol), ClC=1C(OC(CC1O)(C1CCCC1)CCC1=CCCCC1)=O (3-Chloro-6-(2-cyclohex-1-enyl-ethyl)6-cyclopentyl-4-hydroxy-5,6-dihydro-pyran-2-one), ClC1=CC2=C(N(C(=N2)S)C(C)C)C=C1 (5-Chloro-1-isopropyl-2-mercapto benzimidazole). Product: C1(CCCCC1)CCCCC1(CC(=C(C(O1)=O)SC1=NN=C(N1)C1=CC=NC=C1)O)C1CCCC1 (6-(4-Cyclohexyl-butyl)-6-cyclopentyl-4-hydroxy-3-(5-pyridin-4-yl-4H-[1,2,4]triazol-3-ylsulfanyl)-5,6-dihydro-pyran-2-one). Reaction SMILES: Cl[C:2]1[C:3](=[O:24])[O:4][C:5]([CH2:14][CH2:15][CH2:16][CH2:17][CH:18]2[CH2:23][CH2:22][CH2:21][CH2:20][CH2:19]2)([CH:9]2[CH2:13][CH2:12][CH2:11][CH2:10]2)[CH2:6][C:7]=1[OH:8].ClC1C(=O)OC(CCC2CCCCC=2)(C2CCCC2)CC=1O.ClC1C=CC2N(C(C)C)C(S)=NC=2C=1.[N:61]1[CH:66]=[CH:65][C:64]([C:67]2[NH:68][C:69]([SH:72])=[N:70][N:71]=2)=[CH:63][CH:62]=1>>[CH:18]1([CH2:17][CH2:16][CH2:15][CH2:14][C:5]2([CH:9]3[CH2:13][CH2:12][CH2:11][CH2:10]3)[O:4][C:3](=[O:24])[C:2]([S:72][C:69]3[NH:68][C:67]([C:64]4[CH:65]=[CH:66][N:61]=[CH:62][CH:63]=4)=[N:71][N:70]=3)=[C:7]([OH:8])[CH2:6]2)[CH2:23][CH2:22][CH2:21][CH2:20][CH2:19]1. Reported procedure: The title compound was prepared analogously to Example C(4), where 3-Chloro-6-(4-cyclohexyl-butyl)-6-cyclopentyl-4-hydroxy-5,6-dihydro-pyran-2-one (described in Step 2 of example C(32) was substituted in place of 3-Chloro-6-(2-cyclohex-1-enyl-ethyl)6-cyclopentyl-4-hydroxy-5,6-dihydro-pyran-2-one and 5-Chloro-1-isopropyl-2-mercapto benzimidazole was substituted in place of 5-Pyridin-4-yl-4H-[1,2,4]triazole-3-thiol of that example. The reactants are FC1=CC=C(CN)C=C1 (4-fluorobenzyl amine), BrN1C(CCC1=O)=O (N-bromosuccinimide), BrC1=CC(=C(C(=O)OC)C=C1)C (methyl 4-bromo-2-methylbenzoate), BrN1C(CCC1=O)=O (N-bromosuccinimide), N(=NC(C#N)(C)C)C(C#N)(C)C (α,α′-azobisisobutyronitrile). The solvent is CO (methanol), C(C)N(CC)CC (triethylamine), C(Cl)(Cl)(Cl)Cl (carbon tetrachloride). The product is BrC=1C=C2CN(C(C2=CC1)=O)CC1=CC=C(C=C1)F (5-Bromo-2-(4-fluorobenzyl)-2,3-dihydroisoindol-1-one). Isolated yield 34.2%. RXN SMILES: [Br:1][C:2]1[CH:11]=[CH:10][C:5]([C:6]([O:8]C)=O)=[C:4]([CH3:12])[CH:3]=1.BrN1C(=O)CCC1=O.N(C(C)(C)C#N)=NC(C)(C)C#N.[F:33][C:34]1[CH:41]=[CH:40][C:37]([CH2:38][NH2:39])=[CH:36][CH:35]=1>CO.C(N(CC)CC)C.C(Cl)(Cl)(Cl)Cl>[Br:1][C:2]1[CH:3]=[C:4]2[C:5](=[CH:10][CH:11]=1)[C:6](=[O:8])[N:39]([CH2:38][C:37]1[CH:40]=[CH:41][C:34]([F:33])=[CH:35][CH:36]=1)[CH2:12]2. Reported procedure: A mixture of 458 mg methyl 4-bromo-2-methylbenzoate, 427 mg N-bromosuccinimide, 25 mg α,α′-azobisisobutyronitrile and 10 mL carbon tetrachloride was heated for 30 minutes under reflux. 50 mg N-bromosuccinimide was added thereto, and the mixture was further heated for 30 minutes under reflux. The reaction solution was cooled, insolubles were filtered off, and the filtrate was evaporated. 773 mg crude product of methyl 4-bromo-2-bromomethyl benzoate was obtained as a pale yellow oil. A mixture of ... The reactants are C(C)(C)(C)[Si](OCCN1N=C(C=C1)NC([C@H](CC1CCCC1)C1=CC(=CC=C1)C(F)(F)F)=O)(C)C (N-{1-[2-(tert-butyl-dimethyl-silanyloxy)-ethyl]-1H-pyrazol-3-yl}-3-cyclopentyl-2(R)-(3-trifluoromethyl-phenyl)-propionamide), C(C)O (ethanol). The reagents and catalysts are Cl (hydrochloric acid). Run in C(C)(=O)OCC (ethyl acetate). Run at temperature 25 celsius, time 2 hour. Yields the product C1(CCCC1)C[C@@H](C(=O)NC1=NN(C=C1)CCO)C1=CC(=CC=C1)C(F)(F)F (3-cyclopentyl-N-[1-(2-hydroxy-ethyl)-1H-pyrazol-3-yl]-2(R)-(3-trifluoromethyl-phenyl)-propionamide). Yield: 50.6%. Reaction SMILES: C([Si](C)(C)[O:6][CH2:7][CH2:8][N:9]1[CH:13]=[CH:12][C:11]([NH:14][C:15](=[O:33])[C@@H:16]([C:23]2[CH:28]=[CH:27][CH:26]=[C:25]([C:29]([F:32])([F:31])[F:30])[CH:24]=2)[CH2:17][CH:18]2[CH2:22][CH2:21][CH2:20][CH2:19]2)=[N:10]1)(C)(C)C.C(O)C>Cl.C(OCC)(=O)C>[CH:18]1([CH2:17][C@H:16]([C:23]2[CH:28]=[CH:27][CH:26]=[C:25]([C:29]([F:31])([F:32])[F:30])[CH:24]=2)[C:15]([NH:14][C:11]2[CH:12]=[CH:13][N:9]([CH2:8][CH2:7][OH:6])[N:10]=2)=[O:33])[CH2:22][CH2:21][CH2:20][CH2:19]1. Reported procedure: In a flask containing N-{1-[2-(tert-butyl-dimethyl-silanyloxy)-ethyl]-1H-pyrazol-3-yl}-3-cyclopentyl-2(R)-(3-trifluoromethyl-phenyl)-propionamide (66 mg, 0.13 mmol) was added ethanol (3 mL) and concentrated hydrochloric acid (three drops) and was stirred at 25° C. for 2 h. It was then diluted with ethyl acetate (30 mL) and washed with water (1×10 mL) and saturated aqueous brine solution (1×10 mL). The organic layer was then dried over sodium sulfate and absorbed onto silica gel (2 g) and purifie... The reactants are CCOC(C)=O, CCOC(C)=O, CN(C(=O)c1ccccc1)C1CCN(C(=O)OC(C)(C)C)CC1c1ccc(Cl)c(Cl)c1, Cl. Yields the product CN(C(=O)c1ccccc1)C1CCNCC1c1ccc(Cl)c(Cl)c1. As a reaction SMILES: [C:32]([O:33][CH2:34][CH3:35])(=[O:36])[CH3:37].[CH3:39][CH2:40][O:41][C:42](=[O:43])[CH3:44].[Cl:1][c:2]1[cH:3][c:4]([CH:9]2[CH2:10][N:11]([C:25]([O:26][C:27]([CH3:28])([CH3:29])[CH3:30])=[O:31])[CH2:12][CH2:13][CH:14]2[N:15]([C:16](=[O:17])[c:18]2[cH:19][cH:20][cH:21][cH:22][cH:23]2)[CH3:24])[cH:5][cH:6][c:7]1[Cl:8].[ClH:38]>>[Cl:1][c:2]1[cH:3][c:4]([CH:9]2[CH2:10][NH:11][CH2:12][CH2:13][CH:14]2[N:15]([C:16](=[O:17])[c:18]2[cH:19][cH:20][cH:21][cH:22][cH:23]2)[CH3:24])[cH:5][cH:6][c:7]1[Cl:8]. The reactants are CC1([C@@H](N2[C@H](S1)[C@@H](C2=O)NC(=O)CC3=CC=CC=C3)C(=O)[O-])C.[K+] (potassium salt of benzylpenicillin), C(C)(=S)N (thioacetamide), P(Cl)(Cl)(Cl)(Cl)Cl (phosphorus pentachloride), O.N (ammonia water), CN(C1=CC=CC=C1)C (N,N-dimethylaniline), Cl[Si](C)(C)Cl (dichlorodimethylsilane), N (ammonia), ClC(SCl)(Cl)Cl (trichloromethanesulfenyl chloride). Run in O (water), CO (methanol), ClCCl (dichloromethane). Yields the product CC1([C@@H](N2[C@H](S1)[C@@H](C2=O)N)C(=O)O)C (6-aminopenicillanic acid). RXN SMILES: [CH3:1][C:2]1([CH3:23])[S:6][C@@H:5]2[C@H:7]([NH:10]C(CC3C=CC=CC=3)=O)[C:8](=[O:9])[N:4]2[C@H:3]1[C:20]([O-:22])=[O:21].[K+].CN(C)C1C=CC=CC=1.Cl[Si](Cl)(C)C.P(Cl)(Cl)(Cl)(Cl)Cl.C(N)(=S)C.ClC(Cl)(Cl)SCl.N.O.N>ClCCl.O.CO>[CH3:1][C:2]1([CH3:23])[S:6][C@@H:5]2[C@H:7]([NH2:10])[C:8](=[O:9])[N:4]2[C@H:3]1[C:20]([OH:22])=[O:21] |f:0.1,8.9|. Procedure: In dichloromethane (25 volume parts) was suspended potassium salt of benzylpenicillin (6.0 parts) and to the suspension, under stirring at room temperature, N,N-dimethylaniline (5.2 volume parts) and dichlorodimethylsilane (1.6 volume parts) were added in succession and, the mixture was stirred for 30 minutes. Then, the mixture was chilled to -30° C and phosphorus pentachloride (3.6 parts) was added, followed by stirring for 2 hours at -30° C. Then, to the resultant thioacetamide (1.5 parts) was... Reactants: FC(C(=O)O)(F)F.NC1=NC(=NC=C1C(=O)C1=C(C=CC(=C1)F)OC)NC1CCNCC1 ([4-amino-2-(piperidin-4-ylamino)-pyrimidin-5-yl]-(5-fluoro-2-methoxy-phenyl)-methanone trifluoroacetic acid salt), C(CC)(=O)Cl (propionyl chloride). The product is NC1=NC(=NC=C1C(C1=C(C=CC(=C1)F)OC)=O)NC1CCN(CC1)C(CC)=O (1-[4-[4-amino-5-(5-fluoro-2-methoxy-benzoyl)-pyrimidin-2-ylamino]-piperidin-1-yl]-propan-1-one). Reaction SMILES: FC(F)(F)C(O)=O.[NH2:8][C:9]1[C:14]([C:15]([C:17]2[CH:22]=[C:21]([F:23])[CH:20]=[CH:19][C:18]=2[O:24][CH3:25])=[O:16])=[CH:13][N:12]=[C:11]([NH:26][CH:27]2[CH2:32][CH2:31][NH:30][CH2:29][CH2:28]2)[N:10]=1.[C:33](Cl)(=[O:36])[CH2:34][CH3:35]>>[NH2:8][C:9]1[C:14]([C:15](=[O:16])[C:17]2[CH:22]=[C:21]([F:23])[CH:20]=[CH:19][C:18]=2[O:24][CH3:25])=[CH:13][N:12]=[C:11]([NH:26][CH:27]2[CH2:28][CH2:29][N:30]([C:33](=[O:36])[CH2:34][CH3:35])[CH2:31][CH2:32]2)[N:10]=1 |f:0.1|. Reported procedure: The same procedure as described in Example 60 was used, starting from [4-amino-2-(piperidin-4-ylamino)-pyrimidin-5-yl]-(5-fluoro-2-methoxy-phenyl)-methanone trifluoroacetic acid salt, Example 59, and propionyl chloride (Aldrich) to give 1-[4-[4-amino-5-(5-fluoro-2-methoxy-benzoyl)-pyrimidin-2-ylamino]-piperidin-1-yl]-propan-1-one. MS (M+H)+, 402. Starting materials: CC1=CC(=NO1)N (5-methylisoxazol-3-amine), ClC1=CC(=C(C=C1)C1=C2C=CC(=CC2=CC=C1)S(=O)(=O)Cl)OC (5-(4-chloro-2-methoxyphenyl)naphthalene-2-sulfonyl chloride). Yields the product ClC1=CC(=C(C=C1)C1=C2C=CC(=CC2=CC=C1)S(=O)(=O)NC1=NOC(=C1)C)OC (5-(4-chloro-2-methoxyphenyl)-N-(5-methylisoxazol-3-yl)naphthalene-2-sulfonamide). Yield: 31862.7%. As a reaction SMILES: [CH3:1][C:2]1[O:6][N:5]=[C:4]([NH2:7])[CH:3]=1.[Cl:8][C:9]1[CH:14]=[CH:13][C:12]([C:15]2[CH:24]=[CH:23][CH:22]=[C:21]3[C:16]=2[CH:17]=[CH:18][C:19]([S:25](Cl)(=[O:27])=[O:26])=[CH:20]3)=[C:11]([O:29][CH3:30])[CH:10]=1>>[Cl:8][C:9]1[CH:14]=[CH:13][C:12]([C:15]2[CH:24]=[CH:23][CH:22]=[C:21]3[C:16]=2[CH:17]=[CH:18][C:19]([S:25]([NH:7][C:4]2[CH:3]=[C:2]([CH3:1])[O:6][N:5]=2)(=[O:26])=[O:27])=[CH:20]3)=[C:11]([O:29][CH3:30])[CH:10]=1. Procedure details: This product was prepared as described in Example 43, employing 5-methylisoxazol-3-amine (48.0 mg, 0.49 mmol) and 5-(4-chloro-2-methoxyphenyl)naphthalene-2-sulfonyl chloride (0.498 μl, 0.408 μmol) to provide 5-(4-chloro-2-methoxyphenyl)-N-(5-methylisoxazol-3-yl)naphthalene-2-sulfonamide (55.8 mg, 0.13 mmol) as an off-white solid. 1H NMR (500 MHz, DMSO-d6) δ ppm 2.27 (s, 3H), 3.67 (s, 3H), 6.19 (s, 1H), 7.12-7.21 (m, 1H), 7.23-7.31 (m, 2H), 7.53-7.64 (m, 2H), 7.69-7.81 (m, 2H), 8.21 (d, J=8.30 Hz... Starting materials: [Li]CCCC, C1CCOC1, CC=O, Clc1nc(N2CCOCC2)c2sccc2n1. Product: CC(O)c1cc2nc(Cl)nc(N3CCOCC3)c2s1. As a reaction SMILES: [CH2:17]([Li:18])[CH2:19][CH2:20][CH3:21].[CH2:25]1[O:26][CH2:27][CH2:28][CH2:29]1.[CH:22]([CH3:23])=[O:24].[Cl:1][c:2]1[n:3][c:4]([N:11]2[CH2:12][CH2:13][O:14][CH2:15][CH2:16]2)[c:5]2[c:6]([n:7]1)[cH:8][cH:9][s:10]2>>[Cl:1][c:2]1[n:3][c:4]([N:11]2[CH2:12][CH2:13][O:14][CH2:15][CH2:16]2)[c:5]2[c:6]([n:7]1)[cH:8][c:9]([CH:22]([CH3:23])[OH:24])[s:10]2.